Dataset: the Open Reaction Database (ORD), a public repository of structured organic reaction records. Task: describe an organic reaction: reactants, conditions, products, and yield Reaction conditions: temperature 75 celsius. Starting materials: C(C)(C)(C)OC(=O)N1CCC(CC1)C(=NNCC(F)(F)F)C=1SC=CC1Br (4-{(3-Bromo-thiophen-2-yl)-[(2,2,2-trifluoro-ethyl)-hydrazono]-methyl}-piperidine-1-carboxylic acid tert-butyl ester), CsCO3. Solvent: COC(C)O (methoxyethanol), CCOC(=O)C (EtOAc). Procedure details: 4-{(3-Bromo-thiophen-2-yl)-[(2,2,2-trifluoro-ethyl)-hydrazono]-methyl}-piperidine-1-carboxylic acid tert-butyl ester (2.34 g, 4.98 mmol) was mixed with Cul (50 mg), CsCO3 (1.9 g, 1.2 eq) in methoxyethanol (25 mL). The mixture was heated to 75° C. for 1 hour. The mixture was then diluted with EtOAc and filtered. The filtrate was evaporated and the residue was purified via chromatography (eluted with 0–10% MeOH in DCM) yielding 2.03 g (>95%) of the desired product. The product is C(C)(C)(C)OC(=O)N1CCC(CC1)C=1C2=C(N(N1)CC(F)(F)F)C=CS2 (4-[1-(2,2,2-Trifluoro-ethyl)-1H-thieno[3,2-c]pyrazol-3-yl]-piperidine-1-carboxylic acid tert-butyl ester). RXN SMILES: [C:1]([O:5][C:6]([N:8]1[CH2:13][CH2:12][CH:11]([C:14]([C:22]2[S:23][CH:24]=[CH:25][C:26]=2Br)=[N:15][NH:16][CH2:17][C:18]([F:21])([F:20])[F:19])[CH2:10][CH2:9]1)=[O:7])([CH3:4])([CH3:3])[CH3:2]>COC(O)C.CCOC(C)=O>[C:1]([O:5][C:6]([N:8]1[CH2:13][CH2:12][CH:11]([C:14]2[C:22]3[S:23][CH:24]=[CH:25][C:26]=3[N:16]([CH2:17][C:18]([F:21])([F:20])[F:19])[N:15]=2)[CH2:10][CH2:9]1)=[O:7])([CH3:4])([CH3:3])[CH3:2]. The yield is 104.7%.